From a dataset of the Open Reaction Database (ORD), a public repository of structured organic reaction records. describe an organic reaction: reactants, conditions, products, and yield Product: NNC(=O)c1cccc(Br)c1. Starting materials: CCOC(=O)c1cccc(Br)c1, CCO, NN, O, O. RXN SMILES: [CH2:1]([O:3][C:4](=[O:2])[c:5]1[cH:6][c:7]([Br:11])[cH:8][cH:9][cH:10]1)[CH3:12].[CH3:13][CH2:14][OH:15].[NH2:17][NH2:18].[OH2:16].[OH2:19]>>[O:3]=[C:4]([c:5]1[cH:6][c:7]([Br:11])[cH:8][cH:9][cH:10]1)[NH:17][NH2:18].